Dataset: the Open Reaction Database (ORD), a public repository of structured organic reaction records. Task: describe an organic reaction: reactants, conditions, products, and yield Reactants: O1C(COC=2C=CC3=C(OC(=C3)S(N)(=O)=O)C2)C1 (6-[2,3-epoxypropoxy]-2-sulfamoylbenzo[b]furan), CO (methanol). The reagents and catalysts are S(O)(O)(=O)=O (sulfuric acid). Run at time 18 hour. Product: COCC(COC=1C=CC2=C(OC(=C2)S(N)(=O)=O)C1)O (6-[3-Methoxy-2-hydroxypropoxy]-2-sulfamoylbenzo[b]furan). Reaction SMILES: [O:1]1[CH2:18][CH:2]1[CH2:3][O:4][C:5]1[CH:6]=[CH:7][C:8]2[CH:12]=[C:11]([S:13](=[O:16])(=[O:15])[NH2:14])[O:10][C:9]=2[CH:17]=1.[CH3:19][OH:20]>S(=O)(=O)(O)O>[CH3:19][O:20][CH2:18][CH:2]([OH:1])[CH2:3][O:4][C:5]1[CH:6]=[CH:7][C:8]2[CH:12]=[C:11]([S:13](=[O:15])(=[O:16])[NH2:14])[O:10][C:9]=2[CH:17]=1. Procedure details: One drop of concentrated sulfuric acid is added to a solution of 6-[2,3-epoxypropoxy]-2-sulfamoylbenzo[b]furan (7.0 mmol) in methanol (25 ml). After 18 hours, the methanol is removed under vacuum. The residue is dissolved in ethyl acetate (200 ml), washed with water (2×25 ml), brine (2×25 ml) and dried (Na2SO4). The ethyl acetate is removed under vacuum. The white solid remaining is recrystallized from boiling ethyl acetate.